From a dataset of the Open Reaction Database (ORD), a public repository of structured organic reaction records. describe an organic reaction: reactants, conditions, products, and yield Reaction SMILES: [NH2:1]/[C:2](/[CH3:22])=[CH:3]\[C:4]([O:6][CH2:7][CH:8]=[CH:9][C:10]1[CH:15]=[CH:14][C:13]([CH2:16][C:17]2[NH:18][CH:19]=[CH:20][N:21]=2)=[CH:12][CH:11]=1)=[O:5].[C:23]([C:25]1[CH:39]=[CH:38][CH:37]=[CH:36][C:26]=1[CH:27]=[C:28]([C:33]([CH3:35])=O)[C:29]([O:31][CH3:32])=[O:30])#[N:24]>C1(C)C=CC=CC=1>[CH3:22][C:2]1[NH:1][C:33]([CH3:35])=[C:28]([C:29]([O:31][CH3:32])=[O:30])[CH:27]([C:26]2[CH:36]=[CH:37][CH:38]=[CH:39][C:25]=2[C:23]#[N:24])[C:3]=1[C:4]([O:6][CH2:7]/[CH:8]=[CH:9]/[C:10]1[CH:15]=[CH:14][C:13]([CH2:16][C:17]2[NH:21][CH:20]=[CH:19][N:18]=2)=[CH:12][CH:11]=1)=[O:5]. The solvent is C1(=CC=CC=C1)C (toluene). Product: CC=1NC(=C(C(C1C(=O)OC\C=C\C1=CC=C(C=C1)CC=1NC=CN1)C1=C(C=CC=C1)C#N)C(=O)OC)C ((E)-3-[4-(1-imidazolylmethyl)phenyl]-2-propen-1-yl methyl 1,4-dihydro-2,6-dimethyl-4-(2-cyanophenyl)p-yridine-3,5-dicarboxylate). Starting materials: N\C(=C/C(=O)OCC=CC1=CC=C(C=C1)CC=1NC=CN1)\C (3-[4-(1-imidazolylmethyl)phenyl]-2-propen-1-yl 3-aminocrotonate), C(#N)C1=C(C=C(C(=O)OC)C(=O)C)C=CC=C1 (methyl 2-(2-cyanobenzylidene)acetoacetate). Procedure details: 297 mg (1 mM) of 3-[4-(1-imidazolylmethyl)phenyl]-2-propen-1-yl 3-aminocrotonate and 229 mg (1 mM) of methyl 2-(2-cyanobenzylidene)acetoacetate were dissolved in 5 ml of toluene and refluxed for six hours. After cooling, the crystals produced were filtered off and recrystallized from methanol whereby the captioned compound was obtained. The yield was 402 mg (79.1%). Reactants: CO, CC(C)N1CCC(NS(=O)(=O)CCCN=[N+]=[N-])CC1. Yields the product CC(C)N1CCC(NS(=O)(=O)CCCN)CC1. RXN SMILES: [CH3:20][OH:21].[CH:1]([CH3:2])([CH3:3])[N:4]1[CH2:5][CH2:6][CH:7]([NH:10][S:11](=[O:12])(=[O:13])[CH2:14][CH2:15][CH2:16][N:17]=[N+:18]=[N-:19])[CH2:8][CH2:9]1>>[CH:1]([CH3:2])([CH3:3])[N:4]1[CH2:5][CH2:6][CH:7]([NH:10][S:11](=[O:12])(=[O:13])[CH2:14][CH2:15][CH2:16][NH2:17])[CH2:8][CH2:9]1. The reactants are C(#N)C1=CC=C(C=C1)N1N(C(=C(C1=O)C(=O)OCC)C1=CC=C(C=C1)C1=NC=CC=C1)C (1-(4-cyanophenyl)-4-ethoxycarbonyl-2-methyl-3-[4-(2-pyridyl)phenyl]-2H-pyrazol-5-one), C([O-])([O-])=O.[K+].[K+] (potassium carbonate), C(C)O (ethanol). The solvent is O (water). Product: C(#N)C1=CC=C(C=C1)N1N(C(=C(C1=O)C(=O)O)C1=CC=C(C=C1)C1=NC=CC=C1)C (1-(4-Cyanophenyl)-4-hydroxycarbonyl-2-methyl-3-[4-(2-pyridyl)phenyl]-2H-pyrazol-5-one). The yield is 63.5%. RXN SMILES: [C:1]([C:3]1[CH:8]=[CH:7][C:6]([N:9]2[C:13](=[O:14])[C:12]([C:15]([O:17]CC)=[O:16])=[C:11]([C:20]3[CH:25]=[CH:24][C:23]([C:26]4[CH:31]=[CH:30][CH:29]=[CH:28][N:27]=4)=[CH:22][CH:21]=3)[N:10]2[CH3:32])=[CH:5][CH:4]=1)#[N:2].C(=O)([O-])[O-].[K+].[K+].C(O)C>O>[C:1]([C:3]1[CH:4]=[CH:5][C:6]([N:9]2[C:13](=[O:14])[C:12]([C:15]([OH:17])=[O:16])=[C:11]([C:20]3[CH:25]=[CH:24][C:23]([C:26]4[CH:31]=[CH:30][CH:29]=[CH:28][N:27]=4)=[CH:22][CH:21]=3)[N:10]2[CH3:32])=[CH:7][CH:8]=1)#[N:2] |f:1.2.3|. Procedure: A mixture of 2.7 g of 1-(4-cyanophenyl)-4-ethoxycarbonyl-2-methyl-3-[4-(2-pyridyl)phenyl]-2H-pyrazol-5-one, 1.8 g of potassium carbonate, 73 ml of ethanol and 8 ml of water was refluxed under heating for 9 hours. The reaction solution was cooled to room temperature, and the precipitated crystals were collected by filtration and dried under reduced pressure. The resulting crude crystals were suspended in chloroform, and the suspension was adjusted to pH 2 to 3 with dilute hydrochloric acid. The c... Conditions: temperature 100 celsius, time 30 minute. Reaction SMILES: [NH2:1][C:2]1[CH:7]=[CH:6][C:5]([S:8]([OH:11])(=[O:10])=[O:9])=[C:4]([NH2:12])[CH:3]=1.[OH-].[Na+].[C:15](OC(=O)C)(=O)C.S(OC)(OC)(=O)=O>O.C(O)=O>[CH3:15][NH:12][C:4]1[CH:3]=[C:2]([CH:7]=[CH:6][C:5]=1[S:8]([OH:11])(=[O:9])=[O:10])[NH2:1] |f:1.2|. Product: CNC=1C=C(N)C=CC1S(=O)(=O)O (3-(N-methylamino)aniline-4-sulfonic acid). Procedure: 94 g of 1,3-diaminobenzene-4-sulfonic acid in 430 ml of water and 70 g of formic acid were boiled under reflux for 3 hours. Then, at 20° C., 100 ml of water were added and the pH was adjusted to 6.5 with caustic soda solution. 70 g of acetic anhydride were then added, the pH being kept between 5.5 and 6.5 with caustic soda solution. The pH was then adjusted to 12.5 with caustic soda solution, and 75 g of dimethyl sulfate were added. After 30 minutes, 110 g of 50% w/w caustic soda solution were a... The solvent is C(=O)O (formic acid), O (water), O (water). Starting materials: NC1=CC(=C(C=C1)S(=O)(=O)O)N (1,3-diaminobenzene-4-sulfonic acid), [OH-].[Na+] (caustic soda), [OH-].[Na+] (caustic soda), [OH-].[Na+] (caustic soda), [OH-].[Na+] (caustic soda), C(C)(=O)OC(C)=O (acetic anhydride), S(=O)(=O)(OC)OC (dimethyl sulfate). Reactants: CC(=O)O[BH-](OC(C)=O)OC(C)=O, COCCOc1ccc(C=O)cn1, O=C(Nc1ccc(Cl)c(Cl)c1)N1CCN(CC2CCCNC2)CC1, ClCCl, Cl, [Na+]. Yields the product COCCOc1ccc(CN2CCCC(CN3CCN(C(=O)Nc4ccc(Cl)c(Cl)c4)CC3)C2)cn1. Reaction SMILES: [C:39]([O:40][BH-:41]([O:42][C:43](=[O:44])[CH3:45])[O:46][C:47](=[O:48])[CH3:49])(=[O:50])[CH3:51].[CH3:26][O:27][CH2:28][CH2:29][O:30][c:31]1[n:32][cH:33][c:34]([CH:35]=[O:36])[cH:37][cH:38]1.[Cl:2][c:3]1[cH:4][c:5]([NH:10][C:11](=[O:12])[N:13]2[CH2:14][CH2:15][N:16]([CH2:19][CH:20]3[CH2:21][NH:22][CH2:23][CH2:24][CH2:25]3)[CH2:17][CH2:18]2)[cH:6][cH:7][c:8]1[Cl:9].[Cl:53][CH2:54][Cl:55].[ClH:1].[Na+:52]>>[Cl:2][c:3]1[cH:4][c:5]([NH:10][C:11](=[O:12])[N:13]2[CH2:14][CH2:15][N:16]([CH2:19][CH:20]3[CH2:21][N:22]([CH2:35][c:34]4[cH:33][n:32][c:31]([O:30][CH2:29][CH2:28][O:27][CH3:26])[cH:38][cH:37]4)[CH2:23][CH2:24][CH2:25]3)[CH2:17][CH2:18]2)[cH:6][cH:7][c:8]1[Cl:9]. Starting materials: CCc1cc(OCc2ccc(-c3ccccc3C(=O)OC)cc2)c2ccccc2n1, CCO, [Na+], [OH-]. The product is CCc1cc(OCc2ccc(-c3ccccc3C(=O)O)cc2)c2ccccc2n1. RXN SMILES: [CH2:3]([CH3:4])[c:5]1[n:6][c:7]2[cH:8][cH:9][cH:10][cH:11][c:12]2[c:13]([O:15][CH2:16][c:17]2[cH:18][cH:19][c:20](-[c:23]3[c:24]([C:29](=[O:30])[O:31][CH3:32])[cH:25][cH:26][cH:27][cH:28]3)[cH:21][cH:22]2)[cH:14]1.[CH3:33][CH2:34][OH:35].[Na+:2].[OH-:1]>>[CH2:3]([CH3:4])[c:5]1[n:6][c:7]2[cH:8][cH:9][cH:10][cH:11][c:12]2[c:13]([O:15][CH2:16][c:17]2[cH:18][cH:19][c:20](-[c:23]3[c:24]([C:29](=[O:30])[OH:31])[cH:25][cH:26][cH:27][cH:28]3)[cH:21][cH:22]2)[cH:14]1. The reactants are ClC1=C2C(=NN=C1C1=CC=CC=C1)NN=C2C (4-chloro-3-methyl-5-phenyl-1H-pyrazolo[3,4-c]pyridazine), OCC(=O)N1CCCC1 (2-hydroxy-1-(pyrrolidin-1-yl)ethanone). The product is ClC1=C2C(=NN=C1C1=CC=CC=C1)N(N=C2C)CC(=O)N2CCCC2 (2-(4-chloro-3-methyl-5-phenyl-pyrazolo[3,4-c]pyridazin-1-yl)-1-pyrrolidin-1-yl-ethanone). As a reaction SMILES: [Cl:1][C:2]1[C:7]([C:8]2[CH:13]=[CH:12][CH:11]=[CH:10][CH:9]=2)=[N:6][N:5]=[C:4]2[NH:14][N:15]=[C:16]([CH3:17])[C:3]=12.O[CH2:19][C:20]([N:22]1[CH2:26][CH2:25][CH2:24][CH2:23]1)=[O:21]>>[Cl:1][C:2]1[C:7]([C:8]2[CH:13]=[CH:12][CH:11]=[CH:10][CH:9]=2)=[N:6][N:5]=[C:4]2[N:14]([CH2:19][C:20]([N:22]3[CH2:26][CH2:25][CH2:24][CH2:23]3)=[O:21])[N:15]=[C:16]([CH3:17])[C:3]=12. Procedure details: Compound Iw was synthesized from 4-chloro-3-methyl-5-phenyl-1H-pyrazolo[3,4-c]pyridazine and 2-hydroxy-1-(pyrrolidin-1-yl)ethanone following the general procedure for the Mitsunobu reaction described above. Reactants: CCCBr, O=C([O-])[O-], COC(=O)c1ccc(OC)cc1O, CCOCC, [I-], [K+], [K+], [K+]. Yields the product CCCOc1cc(OC)ccc1C(=O)OC. As a reaction SMILES: [Br:14][CH2:15][CH2:16][CH3:17].[C:20](=[O:21])([O-:22])[O-:23].[CH3:1][O:2][c:3]1[cH:4][c:5]([OH:13])[c:6]([C:7](=[O:8])[O:9][CH3:10])[cH:11][cH:12]1.[CH3:26][CH2:27][O:28][CH2:29][CH3:30].[I-:19].[K+:18].[K+:24].[K+:25]>>[CH3:1][O:2][c:3]1[cH:4][c:5]([O:13][CH2:15][CH2:16][CH3:17])[c:6]([C:7](=[O:8])[O:9][CH3:10])[cH:11][cH:12]1. The reactants are hydrochloride salt, CC1=CC=C(C=C1)S(=O)(=O)OCC1OC2=C(C1)C=C(C=C2C2=C(C=CC=C2C)C)Cl ([5-chloro-7-(2,6-dimethylphenyl)-2,3-dihydro-1-benzofuran-2-yl]methyl 4-methylbenzenesulfonate), C(C)N (ethylamine). Product: ClC=1C=C(C2=C(CC(O2)CNCC)C1)C1=C(C=CC=C1C)C ((±)-N-{[5-chloro-7-(2,6-dimethylphenyl)-2,3-dihydro-1-benzofuran-2-yl]methyl}ethanamine). Reaction SMILES: CC1C=CC(S(O[CH2:12][CH:13]2[CH2:17][C:16]3[CH:18]=[C:19]([Cl:30])[CH:20]=[C:21]([C:22]4[C:27]([CH3:28])=[CH:26][CH:25]=[CH:24][C:23]=4[CH3:29])[C:15]=3[O:14]2)(=O)=O)=CC=1.[CH2:31]([NH2:33])[CH3:32]>>[Cl:30][C:19]1[CH:20]=[C:21]([C:22]2[C:27]([CH3:28])=[CH:26][CH:25]=[CH:24][C:23]=2[CH3:29])[C:15]2[O:14][CH:13]([CH2:12][NH:33][CH2:31][CH3:32])[CH2:17][C:16]=2[CH:18]=1. Procedure: The title compound was prepared (0.079 g, 66%) following the general procedure of Example 390 as a white solid, hydrochloride salt from (±)-([5-chloro-7-(2,6-dimethylphenyl)-2,3-dihydro-1-benzofuran-2-yl]methyl 4-methylbenzenesulfonate (0.15 g, 0.338 mmol) and ethylamine (0.14 g, 3.38 mmol). mp 230-232° C.